Dataset: the Open Reaction Database (ORD), a public repository of structured organic reaction records. Task: describe an organic reaction: reactants, conditions, products, and yield The reactants are Fc1ccc(CCBr)c(F)c1, Brc1ccc2c(c1)N(C1CCNCC1)CC2. Product: Fc1ccc(CCN2CCC(N3CCc4ccc(Br)cc43)CC2)c(F)c1. As a reaction SMILES: [F:17][c:18]1[c:19]([CH2:20][CH2:21][Br:22])[cH:23][cH:24][c:25]([F:27])[cH:26]1.[NH:1]1[CH2:2][CH2:3][CH:4]([N:7]2[CH2:8][CH2:9][c:10]3[cH:11][cH:12][c:13]([Br:16])[cH:14][c:15]32)[CH2:5][CH2:6]1>>[N:1]1([CH2:21][CH2:20][c:19]2[c:18]([F:17])[cH:26][c:25]([F:27])[cH:24][cH:23]2)[CH2:2][CH2:3][CH:4]([N:7]2[CH2:8][CH2:9][c:10]3[cH:11][cH:12][c:13]([Br:16])[cH:14][c:15]32)[CH2:5][CH2:6]1. Product: FC(C1=CC=C(C=C1)C1=CC=C(C=C1)OCC(CCCCCC)C1=CC=C(C(=O)NCCC(=O)O)C=C1)(F)F (racemic 3-{4-[1-(4′-Trifluoromethyl-biphenyl-4-yloxymethyl)-heptyl]-benzoylamino}-propionic acid). The solvent is C(C)OCC (diethyl ether), O (water), O1CCCC1 (tetrahydrofuran). Reaction SMILES: C[O:2][C:3](=[O:40])[CH2:4][CH2:5][NH:6][C:7](=[O:39])[C:8]1[CH:13]=[CH:12][C:11]([CH:14]([CH2:21][O:22][C:23]2[CH:28]=[CH:27][C:26]([C:29]3[CH:34]=[CH:33][C:32]([C:35]([F:38])([F:37])[F:36])=[CH:31][CH:30]=3)=[CH:25][CH:24]=2)[CH2:15][CH2:16][CH2:17][CH2:18][CH2:19][CH3:20])=[CH:10][CH:9]=1.[OH-].[Na+].Cl>O1CCCC1.C(OCC)C.O>[F:36][C:35]([F:37])([F:38])[C:32]1[CH:31]=[CH:30][C:29]([C:26]2[CH:27]=[CH:28][C:23]([O:22][CH2:21][CH:14]([C:11]3[CH:10]=[CH:9][C:8]([C:7]([NH:6][CH2:5][CH2:4][C:3]([OH:40])=[O:2])=[O:39])=[CH:13][CH:12]=3)[CH2:15][CH2:16][CH2:17][CH2:18][CH2:19][CH3:20])=[CH:24][CH:25]=2)=[CH:34][CH:33]=1 |f:1.2|. Procedure: 3-{4-[1-(4′-Trifluoromethyl-biphenyl-4-yloxymethyl)-heptyl]-benzoylamino}-propionic acid methyl ester (50 mg, 0.09 mmol) is dissolved in tetrahydrofuran (1 mL) and 5N sodium hydroxide (1 mL) is added. The reaction may be monitored by HPLC. After 3 h the reaction is neutralized with 5N HCl (1 mL) and diluted with diethyl ether and water. The two phases are separated, and the organic layer is washed, dried, and concentrated to provide the title compound. MS (ES): 540.3 [M+H]−. The reactants are [OH-].[Na+] (sodium hydroxide), COC(CCNC(C1=CC=C(C=C1)C(CCCCCC)COC1=CC=C(C=C1)C1=CC=C(C=C1)C(F)(F)F)=O)=O (3-{4-[1-(4′-Trifluoromethyl-biphenyl-4-yloxymethyl)-heptyl]-benzoylamino}-propionic acid methyl ester), Cl (HCl). Starting materials: BrC1=CC(=NC2=C(C=CC=C12)C(F)(F)F)C(F)(F)F (4-bromo-2,8-bis(trifluoromethyl)quinoline), COC([C@H]1N(CCC1)C(=O)OC(C)(C)C)=O ((S)-N-tert-butoxycarbonylproline methyl ester). Product: C(C)(C)(C)OC(=O)N1[C@@H](CCC1)C(=O)C1=CC(=NC2=C(C=CC=C12)C(F)(F)F)C(F)(F)F ((2S)-(1-tert-Butoxycarbonyl-2-pyrrolidinyl)2,8-bis(trifluoromethyl)quinolin-4-yl Methanone). Yield: 29.0%. As a reaction SMILES: Br[C:2]1[C:11]2[C:6](=[C:7]([C:12]([F:15])([F:14])[F:13])[CH:8]=[CH:9][CH:10]=2)[N:5]=[C:4]([C:16]([F:19])([F:18])[F:17])[CH:3]=1.C[O:21][C:22](=O)[C@@H:23]1[CH2:27][CH2:26][CH2:25][N:24]1[C:28]([O:30][C:31]([CH3:34])([CH3:33])[CH3:32])=[O:29]>>[C:31]([O:30][C:28]([N:24]1[CH2:25][CH2:26][CH2:27][C@H:23]1[C:22]([C:2]1[C:11]2[C:6](=[C:7]([C:12]([F:15])([F:14])[F:13])[CH:8]=[CH:9][CH:10]=2)[N:5]=[C:4]([C:16]([F:19])([F:18])[F:17])[CH:3]=1)=[O:21])=[O:29])([CH3:34])([CH3:33])[CH3:32]. Procedure details: This was prepared from 4-bromo-2,8-bis(trifluoromethyl)quinoline by the method of example 31 using (S)-N-tert-butoxycarbonylproline methyl ester in place of N-diphenylmethyl-3-azetidinone and the product (1.32 g, 29%) isolated as a cream solid: IR νmax (Nujol)/cm−1 2979, 2883, 1748, 1698, 1401, 1368, 1312, 1160 and 1110; NMR δH (400 CDCl3) (mixture of 2 rotamers) 1.41 and 1.45 (9H, 2×s), 1.79-2.13 (3H, m), 2.11-2.31 (1H, m), 3.32-3.70 (2H, m), 5.09 and 5.16 (1H, 2×dd, J 8.8, 4.3 and J 9.0, 5.5 H... Reactants: BrCc1ccccc1, CC(C)c1cc(Br)ccc1O, O=C([O-])[O-], CN(C)C=O, Cl, [K+], [K+]. Product: CC(C)c1cc(Br)ccc1OCc1ccccc1. As a reaction SMILES: [Br:12][CH2:13][c:14]1[cH:15][cH:16][cH:17][cH:18][cH:19]1.[Br:1][c:2]1[cH:3][c:4]([CH:9]([CH3:10])[CH3:11])[c:5]([OH:8])[cH:6][cH:7]1.[C:20](=[O:21])([O-:22])[O-:23].[CH3:27][N:28]([CH3:29])[CH:30]=[O:31].[ClH:26].[K+:24].[K+:25]>>[Br:1][c:2]1[cH:3][c:4]([CH:9]([CH3:10])[CH3:11])[c:5]([O:8][CH2:13][c:14]2[cH:15][cH:16][cH:17][cH:18][cH:19]2)[cH:6][cH:7]1. Reactants: C(N)(=N)C=1C=C(OC2=NC(=CC=C2C(=O)OCC)OC2=CC(=CC=C2)C(N)=N)C=CC1 (2,6-bis(3-amidinophenoxy)pyridine-3-carboxylic acid, ethyl ester), Cl (HCl). Yields the product Cl.Cl.C(N)(=N)C=1C=C(OC2=NC(=CC=C2C(=O)O)OC2=CC(=CC=C2)C(N)=N)C=CC1 (2,6-bis(3-amidinophenoxy)pyridine-3-carboxylic acid, dihydrochloride). As a reaction SMILES: [C:1]([C:4]1[CH:5]=[C:6]([CH:29]=[CH:30][CH:31]=1)[O:7][C:8]1[C:13]([C:14]([O:16]CC)=[O:15])=[CH:12][CH:11]=[C:10]([O:19][C:20]2[CH:25]=[CH:24][CH:23]=[C:22]([C:26](=[NH:28])[NH2:27])[CH:21]=2)[N:9]=1)(=[NH:3])[NH2:2].[ClH:32]>>[ClH:32].[ClH:32].[C:1]([C:4]1[CH:5]=[C:6]([CH:29]=[CH:30][CH:31]=1)[O:7][C:8]1[C:13]([C:14]([OH:16])=[O:15])=[CH:12][CH:11]=[C:10]([O:19][C:20]2[CH:25]=[CH:24][CH:23]=[C:22]([C:26](=[NH:27])[NH2:28])[CH:21]=2)[N:9]=1)(=[NH:2])[NH2:3] |f:2.3.4|. Reported procedure: In a manner similar to Example 2 above, 2,6-bis(3-amidinophenoxy)pyridine-3-carboxylic acid, ethyl ester (0.20 g, 0.31 mmol) was dissolved in 5 M HCl and heated for 2 hours at 80 IC. The solvent was removed in vacuo to give 2,6-bis(3-amidinophenoxy)pyridine-3-carboxylic acid, dihydrochloride; NMR (DMSO-d6) 9.5 (br s,4), 9.35 (br s,4), 8.45 (d,1), 7.7 (m,2), 7.6 (m,2), 7.5 (m,4), 6.95 (d,1) ppm.